Dataset: the Open Reaction Database (ORD), a public repository of structured organic reaction records. Task: describe an organic reaction: reactants, conditions, products, and yield The reactants are N1=CC=C(C=C1)N1CCC(CC1)CN (1-(4-pyridyl)piperidine-4-methylamine), [N+](=O)([O-])C1=C(C=CC=C1)N=C=O (2-nitrophenyl isocyanate). The product is N1=CC=C(C=C1)N1CCC(CC1)CNC(=O)NC1=C(C=CC=C1)[N+](=O)[O-] (2-[1-(4-Pyridyl)piperidin-4-ylmethylaminocarbonyl]amino-nitrobenzene). The yield is 63.8%. Reaction SMILES: [N:1]1[CH:6]=[CH:5][C:4]([N:7]2[CH2:12][CH2:11][CH:10]([CH2:13][NH2:14])[CH2:9][CH2:8]2)=[CH:3][CH:2]=1.[N+:15]([C:18]1[CH:23]=[CH:22][CH:21]=[CH:20][C:19]=1[N:24]=[C:25]=[O:26])([O-:17])=[O:16]>>[N:1]1[CH:6]=[CH:5][C:4]([N:7]2[CH2:8][CH2:9][CH:10]([CH2:13][NH:14][C:25]([NH:24][C:19]3[CH:20]=[CH:21][CH:22]=[CH:23][C:18]=3[N+:15]([O-:17])=[O:16])=[O:26])[CH2:11][CH2:12]2)=[CH:3][CH:2]=1. Procedure details: Using a similar procedure to that described for Example 48, Part A, 1-(4-pyridyl)piperidine-4-methylamine (1.34 g, 7.01 mmol) and 2-nitrophenyl isocyanate (1.21 g, 7.40 mmol) yielded 1.59 g (64%) of the title compound. The reactants are COC1=C(C=C2C(=N1)C(=CN2C)C2=CC=1C(=NC=CC1CO)N2S(=O)(=O)C2=CC=C(C=C2)C)OC ([2-(5,6-dimethoxy-1-methyl-1H-pyrrolo[3,2-b]pyridin-3-yl)-1-(toluene-4-sulfonyl)-1H-pyrrolo[2,3-b]pyridin-4-yl]methanol), S(=O)(Cl)Cl (thionyl chloride), CN(C)C=O (DMF), C(O)([O-])=O.[Na+] (sodium hydrogencarbonate). Run at time 2 hour. Reported procedure: To a solution of 4.2 g of [2-(5,6-dimethoxy-1-methyl-1H-pyrrolo[3,2-b]pyridin-3-yl)-1-(toluene-4-sulfonyl)-1H-pyrrolo[2,3-b]pyridin-4-yl]methanol in 50 cm3 of dichloromethane, at a temperature in the region of 20° C., are added 0.747 cm3 of thionyl chloride and 0.3 cm3 of DMF. The reaction medium is stirred at this same temperature for 2 hours. Ice is added and the reaction medium is then neutralized with saturated sodium hydrogencarbonate solution. After separation of the phases by settling, th... RXN SMILES: [CH3:1][O:2][C:3]1[N:8]=[C:7]2[C:9]([C:13]3[N:23]([S:24]([C:27]4[CH:32]=[CH:31][C:30]([CH3:33])=[CH:29][CH:28]=4)(=[O:26])=[O:25])[C:16]4=[N:17][CH:18]=[CH:19][C:20]([CH2:21]O)=[C:15]4[CH:14]=3)=[CH:10][N:11]([CH3:12])[C:6]2=[CH:5][C:4]=1[O:34][CH3:35].S(Cl)([Cl:38])=O.CN(C=O)C.C(=O)([O-])O.[Na+]>ClCCl>[Cl:38][CH2:21][C:20]1[CH:19]=[CH:18][N:17]=[C:16]2[N:23]([S:24]([C:27]3[CH:32]=[CH:31][C:30]([CH3:33])=[CH:29][CH:28]=3)(=[O:26])=[O:25])[C:13]([C:9]3[C:7]4=[N:8][C:3]([O:2][CH3:1])=[C:4]([O:34][CH3:35])[CH:5]=[C:6]4[N:11]([CH3:12])[CH:10]=3)=[CH:14][C:15]=12 |f:3.4|. Product: ClCC1=C2C(=NC=C1)N(C(=C2)C2=CN(C=1C2=NC(=C(C1)OC)OC)C)S(=O)(=O)C1=CC=C(C=C1)C (3-[4-Chloromethyl-1-(toluene-4-sulfonyl)-1H-pyrrolo[2,3-b]pyridin-2-yl]-5,6-dimethoxy-1-methyl-1H-pyrrolo[3,2-b]pyridine). Solvent: ClCCl (dichloromethane). The reactants are ClC(=O)OC (methyl chloroformate), FC1=C(C=CC(=C1)F)C1=CC(=C(C=C1)O)C(=O)NC1=CC=C(C=C1)C(F)(F)F (2′,4′-difluoro-4-hydroxy-N-(4-(trifluoromethyl)phenyl)-[1,1′-biphenyl]-3-carboxamide), Cl (HCl). Run in O1CCCC1.N1=CC=CC=C1 (tetrahydrofuran pyridine). Conditions: time 10 hour. Product: FC1=C(C=CC(=C1)F)C=1C=CC2=C(C(N(C(O2)=O)C2=CC=C(C=C2)C(F)(F)F)=O)C1 (6-(2,4-difluorophenyl)-3-(4-(trifluoromethyl)phenyl)-2H-benzo[e][1,3]oxazine-2,4(3H)-dione). The yield is 11.0%. As a reaction SMILES: Cl[C:2]([O:4][CH3:5])=[O:3].[F:6][C:7]1[CH:12]=[C:11]([F:13])[CH:10]=[CH:9][C:8]=1[C:14]1[CH:19]=[CH:18]C(O)=[C:16]([C:21]([NH:23][C:24]2[CH:29]=[CH:28][C:27]([C:30]([F:33])([F:32])[F:31])=[CH:26][CH:25]=2)=[O:22])[CH:15]=1.Cl>O1CCCC1.N1C=CC=CC=1>[F:6][C:7]1[CH:12]=[C:11]([F:13])[CH:10]=[CH:9][C:8]=1[C:14]1[CH:19]=[CH:18][C:5]2[O:4][C:2](=[O:3])[N:23]([C:24]3[CH:29]=[CH:28][C:27]([C:30]([F:31])([F:32])[F:33])=[CH:26][CH:25]=3)[C:21](=[O:22])[C:16]=2[CH:15]=1 |f:3.4|. Procedure details: A solution of methyl chloroformate (1.2 mL, 12 mmol) was added drop wised to a stirred solution of compound 7 (1.56 g, 4 mmol) in dry anhydrous tetrahydrofuran/pyridine (30 mL) at 0° C. The mixture was refluxed for 3 h. After 10 h stirring at room temperature, the pH value of the mixture was adjusted to pH=6 by 5% HCl(aq). The mixture was cooled to obtain crystalline compound on an ice bath for 2-3 h. After cooling, precipitated crystals were filtered off and washed with diluted HCl and water. T... Starting materials: CCn1nnc(C2OC(OC(C)=O)C(OC(C)=O)C2OC(C)=O)n1, O=C(NCCN1CCCCC1)NCc1nc(NCC(c2ccccc2)c2ccccc2)c2nc[nH]c2n1. The product is CCn1nnc(C2OC(n3cnc4c(NCC(c5ccccc5)c5ccccc5)nc(CNC(=O)NCCN5CCCCC5)nc43)C(OC(C)=O)C2OC(C)=O)n1. RXN SMILES: [C:38]([CH3:39])(=[O:40])[O:41][CH:42]1[CH:43]([c:55]2[n:56][n:57][n:58]([CH2:60][CH3:61])[n:59]2)[O:44][CH:45]([O:51][C:52](=[O:53])[CH3:54])[CH:46]1[O:47][C:48]([CH3:49])=[O:50].[c:1]1([CH:7]([CH2:8][NH:9][c:10]2[c:11]3[n:12][cH:13][nH:14][c:15]3[n:16][c:17]([CH2:19][NH:20][C:21](=[O:22])[NH:23][CH2:24][CH2:25][N:26]3[CH2:27][CH2:28][CH2:29][CH2:30][CH2:31]3)[n:18]2)[c:32]2[cH:33][cH:34][cH:35][cH:36][cH:37]2)[cH:2][cH:3][cH:4][cH:5][cH:6]1>>[c:1]1([CH:7]([CH2:8][NH:9][c:10]2[c:11]3[n:12][cH:13][n:14]([CH:45]4[O:44][CH:43]([c:55]5[n:56][n:57][n:58]([CH2:60][CH3:61])[n:59]5)[CH:42]([O:41][C:38]([CH3:39])=[O:40])[CH:46]4[O:47][C:48]([CH3:49])=[O:50])[c:15]3[n:16][c:17]([CH2:19][NH:20][C:21](=[O:22])[NH:23][CH2:24][CH2:25][N:26]3[CH2:27][CH2:28][CH2:29][CH2:30][CH2:31]3)[n:18]2)[c:32]2[cH:33][cH:34][cH:35][cH:36][cH:37]2)[cH:2][cH:3][cH:4][cH:5][cH:6]1. The reactants are OS(=O)[O-].[Na+] (NaHSO3), Cl (hydrochloric acid), C(CC)[C@@H]1CC[C@H](CC1)[C@@H]1CC[C@H](CC1)C1=CC=C(C=C1)C(C)=O (p-(trans-4-(trans-4-propyl-cyclohexyl)-cyclohexyl)-acetophenone), [OH-].[Na+] (NaOH), BrBr (bromine). Run in O (water), C(Cl)Cl (CH2Cl2), O1CCOCC1 (dioxane), O (water). Conditions: time 1 hour. Yields the product C(CC)[C@@H]1CC[C@H](CC1)[C@@H]1CC[C@H](CC1)C1=CC=C(C(=O)O)C=C1 (p-(trans-4-(trans-4-propylcyclohexyl)-cyclohexyl)-benzoic acid). As a reaction SMILES: [CH2:1]([C@H:4]1[CH2:9][CH2:8][C@H:7]([C@H:10]2[CH2:15][CH2:14][C@H:13]([C:16]3[CH:21]=[CH:20][C:19]([C:22](=[O:24])C)=[CH:18][CH:17]=3)[CH2:12][CH2:11]2)[CH2:6][CH2:5]1)[CH2:2][CH3:3].[OH-].[Na+].BrBr.[OH:29]S([O-])=O.[Na+].Cl>O1CCOCC1.O.C(Cl)Cl>[CH2:1]([C@H:4]1[CH2:5][CH2:6][C@H:7]([C@H:10]2[CH2:15][CH2:14][C@H:13]([C:16]3[CH:17]=[CH:18][C:19]([C:22]([OH:29])=[O:24])=[CH:20][CH:21]=3)[CH2:12][CH2:11]2)[CH2:8][CH2:9]1)[CH2:2][CH3:3] |f:1.2,4.5|. Procedure: A solution of 32.6 g of p-(trans-4-(trans-4-propyl-cyclohexyl)-cyclohexyl)-acetophenone in 100 ml of dioxane is added dropwise to a solution of 40 g of NaOH and 48 g of bromine in 230 ml of water at 20°, while stirring. Stirring is continued for 1 hour. A solution of 14 g of NaHSO3 in 140 ml of water is added and hydrochloric acid is added until the pH is 5. Customary working up (CH2Cl2) gives p-(trans-4-(trans-4-propylcyclohexyl)-cyclohexyl)-benzoic acid. The crude product is boiled with 60 ml ... The reactants are CCCCc1c(Cc2ccc(-c3ccccc3C#N)cc2)c(=O)n(C2CCC3(CC2)OCCO3)c2ncnn12, CO, CCOC(C)=O, C1CCOC1, O, Cc1ccc(S(=O)(=O)O)cc1. The product is CCCCc1c(Cc2ccc(-c3ccccc3C#N)cc2)c(=O)n(C2CCC(=O)CC2)c2ncnn12. Reaction SMILES: [CH2:1]([CH2:2][CH2:3][CH3:4])[c:5]1[c:6]([CH2:25][c:26]2[cH:27][cH:28][c:29](-[c:32]3[c:33]([C:38]#[N:39])[cH:34][cH:35][cH:36][cH:37]3)[cH:30][cH:31]2)[c:7](=[O:24])[n:8]([CH:14]2[CH2:15][CH2:16][C:17]3([O:18][CH2:21][CH2:20][O:19]3)[CH2:22][CH2:23]2)[c:9]2[n:10]1[n:11][cH:12][n:13]2.[CH3:52][OH:53].[CH3:59][CH2:60][O:61][C:62](=[O:63])[CH3:64].[O:54]1[CH2:55][CH2:56][CH2:57][CH2:58]1.[OH2:40].[c:41]1([CH3:42])[cH:43][cH:44][c:45]([S:46]([OH:47])(=[O:48])=[O:49])[cH:50][cH:51]1>>[CH2:1]([CH2:2][CH2:3][CH3:4])[c:5]1[c:6]([CH2:25][c:26]2[cH:27][cH:28][c:29](-[c:32]3[c:33]([C:38]#[N:39])[cH:34][cH:35][cH:36][cH:37]3)[cH:30][cH:31]2)[c:7](=[O:24])[n:8]([CH:14]2[CH2:15][CH2:16][C:17](=[O:18])[CH2:22][CH2:23]2)[c:9]2[n:10]1[n:11][cH:12][n:13]2. Starting materials: CC(C)N(C)C(=O)CN1CCNCC1, CCOc1ccsc1C1=NC(c2ccc(Cl)cc2)C(c2ccc(Cl)cc2)N1C(=O)N1CCN(CC(=O)NC(C)(C)C)CC1, Cl, Cl. The product is CCOc1ccsc1C1=NC(c2ccc(Cl)cc2)C(c2ccc(Cl)cc2)N1C(=O)N1CCN(CC(=O)N(C)C(C)C)CC1. Reaction SMILES: [CH:46]([CH3:47])([CH3:48])[N:49]([C:50]([CH2:51][N:52]1[CH2:53][CH2:54][NH:55][CH2:56][CH2:57]1)=[O:58])[CH3:59].[Cl:1][c:2]1[cH:3][cH:4][c:5]([CH:8]2[N:9]=[C:10]([c:36]3[s:37][cH:38][cH:39][c:40]3[O:41][CH2:42][CH3:43])[N:11]([C:20](=[O:21])[N:22]3[CH2:23][CH2:24][N:25]([CH2:26][C:27]([NH:28][C:29]([CH3:30])([CH3:31])[CH3:32])=[O:33])[CH2:34][CH2:35]3)[CH:12]2[c:13]2[cH:14][cH:15][c:16]([Cl:19])[cH:17][cH:18]2)[cH:6][cH:7]1.[ClH:44].[ClH:45]>>[Cl:1][c:2]1[cH:3][cH:4][c:5]([CH:8]2[N:9]=[C:10]([c:36]3[s:37][cH:38][cH:39][c:40]3[O:41][CH2:42][CH3:43])[N:11]([C:20](=[O:21])[N:55]3[CH2:54][CH2:53][N:52]([CH2:51][C:50]([N:49]([CH:46]([CH3:47])[CH3:48])[CH3:59])=[O:58])[CH2:57][CH2:56]3)[CH:12]2[c:13]2[cH:14][cH:15][c:16]([Cl:19])[cH:17][cH:18]2)[cH:6][cH:7]1.